This data is from the Open Reaction Database (ORD), a public repository of structured organic reaction records. The task is: describe an organic reaction: reactants, conditions, products, and yield Reactants: COCCOC (DME), FC(C1=CC=C(C=N1)B(O)O)(F)F (6-(trifluoromethyl)pyridin-3-ylboronic acid), BrC1=NC(=CC=C1F)C (2-bromo-3-fluoro-6-methylpyridine), C(=O)([O-])[O-].[K+].[K+] (K2CO3). The reagents and catalysts are Cl[Pd]([P](C1=CC=CC=C1)(C2=CC=CC=C2)C3=CC=CC=C3)([P](C4=CC=CC=C4)(C5=CC=CC=C5)C6=CC=CC=C6)Cl (bis(triphenylphosphine)palladium(II) chloride). The solvent is C(C)O (ethanol), O (water), CCOC(=O)C (EtOAc). Reaction conditions: temperature 120 celsius. The product is FC=1C(=NC(=CC1)C)C=1C=NC(=CC1)C(F)(F)F (3-fluoro-6-methyl-6′-(trifluoromethyl)-2,3′-bipyridine). Isolated yield 284.0%. RXN SMILES: [F:1][C:2]([F:13])([F:12])[C:3]1[N:8]=[CH:7][C:6](B(O)O)=[CH:5][CH:4]=1.Br[C:15]1[C:20]([F:21])=[CH:19][CH:18]=[C:17]([CH3:22])[N:16]=1.C([O-])([O-])=O.[K+].[K+].COCCOC>Cl[Pd](Cl)([P](C1C=CC=CC=1)(C1C=CC=CC=1)C1C=CC=CC=1)[P](C1C=CC=CC=1)(C1C=CC=CC=1)C1C=CC=CC=1.CCOC(C)=O.C(O)C.O>[F:21][C:20]1[C:15]([C:6]2[CH:7]=[N:8][C:3]([C:2]([F:13])([F:12])[F:1])=[CH:4][CH:5]=2)=[N:16][C:17]([CH3:22])=[CH:18][CH:19]=1 |f:2.3.4,^1:37,56|. Procedure details: A 20 mL microwave vial was charged with 6-(trifluoromethyl)pyridin-3-ylboronic acid (553 mg, 2.89 mmol), 2-bromo-3-fluoro-6-methylpyridine (500 mg, 2.63 mmol), bis(triphenylphosphine)palladium(II) chloride (92 mg, 0.132 mmol), and K2CO3 (727 mg, 5.26 mmol), followed by the addition of DME (9.0 mL), water (3.86 mL) and ethanol (2.57 mL). The reaction mixture was heated in the microwave at 120° C. for 10 minutes. To the reaction mixture was added 200 mL EtOAc, and washed with 200 mL water and 200 ... Reactants: CN=C=O (Methyl isocyanate), NCCCOC=1C=C(C=CC1)CN(C)C (3-(3-aminopropoxy)-N,N-dimethylbenzenemethanamine). Run in C(C)#N (acetonitrile). Product: CNC(=O)NCCCOC1=CC(=CC=C1)CN(C)C (N-Methyl-N'-[3-[3-(N,N-dimethylaminomethyl)phenoxy]propyl]urea). Reaction SMILES: [CH3:1][N:2]=[C:3]=[O:4].[NH2:5][CH2:6][CH2:7][CH2:8][O:9][C:10]1[CH:11]=[C:12]([CH2:16][N:17]([CH3:19])[CH3:18])[CH:13]=[CH:14][CH:15]=1>C(#N)C>[CH3:1][NH:2][C:3]([NH:5][CH2:6][CH2:7][CH2:8][O:9][C:10]1[CH:15]=[CH:14][CH:13]=[C:12]([CH2:16][N:17]([CH3:18])[CH3:19])[CH:11]=1)=[O:4]. Reported procedure: Methyl isocyanate (0.27 ml) and 3-(3-aminopropoxy)-N,N-dimethylbenzenemethanamine (0.97 g) were stirred at room temperature in acetonitrile for 2 hours. The title compound was filtered off, washed with acetonitrile and recrystallised from ethyl acetate as colourless prisms (0.49 g) m.p. 79.5°-80°. TLC silica; methanol:0.88 ammonia (80:1) Rf 0.45. The reactants are [Na+].[Cl-] (NaCl), OC1CCC(CC1)C#N (4-hydroxycyclohexanecarbonitrile), N1C=NC=C1 (imidazole), CC(C)(C)[Si](C1=CC=CC=C1)(C1=CC=CC=C1)Cl (1,1-dimethylethyldiphenylsilyl chloride). Run in O (water), CN(C=O)C (N,N-dimethylformamide). Run at time 3 day. The product is CC(C)(C)[Si](OC1CCC(CC1)C#N)(C1=CC=CC=C1)C1=CC=CC=C1 (4-[[(1,1-Dimethylethyl)diphenylsilyl]oxy]cyclohexanecarbonitrile). Yield: 83.0%. RXN SMILES: [OH:1][CH:2]1[CH2:7][CH2:6][CH:5]([C:8]#[N:9])[CH2:4][CH2:3]1.[CH3:10][C:11]([Si:14](Cl)([C:21]1[CH:26]=[CH:25][CH:24]=[CH:23][CH:22]=1)[C:15]1[CH:20]=[CH:19][CH:18]=[CH:17][CH:16]=1)([CH3:13])[CH3:12].N1C=CN=C1.[Na+].[Cl-]>CN(C)C=O.O>[CH3:13][C:11]([Si:14]([C:21]1[CH:26]=[CH:25][CH:24]=[CH:23][CH:22]=1)([C:15]1[CH:16]=[CH:17][CH:18]=[CH:19][CH:20]=1)[O:1][CH:2]1[CH2:7][CH2:6][CH:5]([C:8]#[N:9])[CH2:4][CH2:3]1)([CH3:10])[CH3:12] |f:3.4|. Reported procedure: To a solution maintained at 10° C., under nitrogen, of 11 g (87.8 mmoles) of 4-hydroxycyclohexanecarbonitrile (prepared according to Praefcke K. and Schmidt D., Z. Naturforsch (1980) 35b, 1451-4) in 50 ml of N,N-dimethylformamide, there is added dropwise 26.6 g (96.8 mmoles) of 1,1-dimethylethyldiphenylsilyl chloride, then by portions, 13.1 g (190 mmoles) of imidazole. Stirring is continued at room temperature during 3 days, before pouring the reaction mixture in water saturated with NaCl. The p... Starting materials: COC=1C=C(C=CC1)N1CCNCC1 (1-(3-Methoxy-phenyl)-piperazine), BrCC#N (bromoacetonitrile). Yields the product COC=1C=C(C=CC1)N1CCN(CC1)CC#N ([4-(3-Methoxy-phenyl)-piperazin-1-yl]acetonitrile). Reaction SMILES: [CH3:1][O:2][C:3]1[CH:4]=[C:5]([N:9]2[CH2:14][CH2:13][NH:12][CH2:11][CH2:10]2)[CH:6]=[CH:7][CH:8]=1.Br[CH2:16][C:17]#[N:18]>>[CH3:1][O:2][C:3]1[CH:4]=[C:5]([N:9]2[CH2:14][CH2:13][N:12]([CH2:16][C:17]#[N:18])[CH2:11][CH2:10]2)[CH:6]=[CH:7][CH:8]=1. Procedure: The title compound is synthesized by coupling of 1-(3-Methoxy-phenyl)-piperazine and bromoacetonitrile analogously to the preparation of Intermediate 149.2 as a white solid; ES-MS: M+=232.2: AtRet=2.62. Reactants: Cc1ccccc1CC(=O)N(Cc1ccccc1)Cc1ccc(-c2ccccc2S(N)(=O)=O)cc1, CC#N, [K+], [K+], O=C([O-])[O-]. Product: Cc1ccccc1CC(=O)N(Cc1ccccc1)Cc1ccc(-c2ccccc2S(=O)(=O)NC#N)cc1. As a reaction SMILES: [CH2:1]([c:2]1[cH:3][cH:4][cH:5][cH:6][cH:7]1)[N:8]([C:9]([CH2:10][c:11]1[c:12]([CH3:17])[cH:13][cH:14][cH:15][cH:16]1)=[O:18])[CH2:19][c:20]1[cH:21][cH:22][c:23](-[c:26]2[c:27]([S:32](=[O:33])(=[O:34])[NH2:35])[cH:28][cH:29][cH:30][cH:31]2)[cH:24][cH:25]1.[CH3:42][C:43]#[N:44].[K+:36].[K+:37].[O-:38][C:39]([O-:40])=[O:41]>>[CH2:1]([c:2]1[cH:3][cH:4][cH:5][cH:6][cH:7]1)[N:8]([C:9]([CH2:10][c:11]1[c:12]([CH3:17])[cH:13][cH:14][cH:15][cH:16]1)=[O:18])[CH2:19][c:20]1[cH:21][cH:22][c:23](-[c:26]2[c:27]([S:32](=[O:33])(=[O:34])[NH:35][C:43]#[N:44])[cH:28][cH:29][cH:30][cH:31]2)[cH:24][cH:25]1.